From a dataset of the Open Reaction Database (ORD), a public repository of structured organic reaction records. describe an organic reaction: reactants, conditions, products, and yield The reactants are [H][H] (hydrogen), O (water), N1=CC=C(C=C1)CCCO (3-pyrid-4-yl-propan-1-ol), CO (methanol). Reagents/catalysts: [Pd] (Pd/C). Run in C(C)(=O)O (acetic acid). Product: N1CCC(CC1)CCCO (3-piperidin-4-yl-propan-1-ol). As a reaction SMILES: [N:1]1[CH:6]=[CH:5][C:4]([CH2:7][CH2:8][CH2:9][OH:10])=[CH:3][CH:2]=1.[H][H].O.CO>[Pd].C(O)(=O)C>[NH:1]1[CH2:6][CH2:5][CH:4]([CH2:7][CH2:8][CH2:9][OH:10])[CH2:3][CH2:2]1. Procedure details: The compound of formula (VI-S) may be prepared by for example, reacting 3-pyrid-4-yl-propan-1-ol, a known compound, with hydrogen gas at a pressure of about 300 psi, in the presence of a catalyst such as Pd/C, in a suitably selected solvent or mixture of solvents such as water or a mixture of about 3:1 methanol:acetic acid, at a temperature in the range of about 20-50° C. to yield the corresponding 3-piperidin-4-yl-propan-1-ol. The 3-piperidin-4-yl-propan-1-ol is then reacted with formaldehyde, ... Reactants: C(C)(=O)C1=CN(C2=CC=C(C=C12)OC(F)(F)F)CC(=O)O ((3-acetyl-5-trifluoromethoxy-indol-1-yl)-acetic acid), N1C=C(C2=NC=CC=C21)C(C)=O (1-(1H-pyrrolo[3,2-b]pyridin-3-yl)-ethanone). Yields the product C(C)(=O)C1=CN(C=2C1=NC=CC2)CC(=O)O ((3-Acetyl-pyrrolo[3,2-b]pyridin-1-yl)-acetic acid). Reaction SMILES: [C:1]([C:4]1[C:12]2[C:7](=[CH:8][CH:9]=[C:10](OC(F)(F)F)C=2)[N:6]([CH2:18][C:19]([OH:21])=[O:20])[CH:5]=1)(=[O:3])[CH3:2].[NH:22]1C2C(=NC=CC=2)C(C(=O)C)=C1>>[C:1]([C:4]1[C:12]2=[N:22][CH:10]=[CH:9][CH:8]=[C:7]2[N:6]([CH2:18][C:19]([OH:21])=[O:20])[CH:5]=1)(=[O:3])[CH3:2]. Procedure: was prepared in a similar manner as described in step B and C of Scheme A13 for the preparation of (3-acetyl-5-trifluoromethoxy-indol-1-yl)-acetic acid from 1-(1H-pyrrolo[3,2-b]pyridin-3-yl)-ethanone (prepared according to J. Org. Chem. 2002, 67, 6226). MS (UPLC/MS): 219.2 [M+H]+, 217.3 [M−H]−, 435.3 [2M−H]−; tR (HPLC conditions f): 1.16 min. 1H-NMR (400 MHz, DMSO): δ (ppm): 8.79 (bs, 1H), 8.64 (m, 2H), 7.64 (m, 1H), 5.33 (s, 2H), 2.67 (s, 3H). The reactants are Cl.CN(C1=CC=C(C=NN2C(=NC=C2)CC)C=C1)C (1-[[p-(dimethylamino)benzylidene]amino]-2-ethylimidazole hydrochloride), C(O)([O-])=O.[Na+] (sodium hydrogen carbonate). Run in C(Cl)Cl (methylene chloride). The product is CN(C1=CC=C(C=NN2C(=NC=C2)CC)C=C1)C (1-[[p-(dimethylamino)benzylidene]amino]-2-ethylimidazole). RXN SMILES: Cl.[CH3:2][N:3]([CH3:19])[C:4]1[CH:18]=[CH:17][C:7]([CH:8]=[N:9][N:10]2[CH:14]=[CH:13][N:12]=[C:11]2[CH2:15][CH3:16])=[CH:6][CH:5]=1.C(=O)([O-])O.[Na+]>C(Cl)Cl>[CH3:19][N:3]([CH3:2])[C:4]1[CH:5]=[CH:6][C:7]([CH:8]=[N:9][N:10]2[CH:14]=[CH:13][N:12]=[C:11]2[CH2:15][CH3:16])=[CH:17][CH:18]=1 |f:0.1,2.3|. Reported procedure: The base is liberated from 7.3 g (26 mmol) of 1-[[p-(dimethylamino)benzylidene]amino]-2-ethylimidazole hydrochloride with saturated sodium hydrogen carbonate solution. This base is taken up in methylene chloride. The solution is dried over sodium sulphate and concentrated. There is obtained 1-[[p-(dimethylamino)benzylidene]amino]-2-ethylimidazole of melting point 120°-121°. Reactants: NCCCCN (Putrescine), C(=O)([O-])[O-].[K+].[K+] (K2CO3), C(C)(C)(C)OC(=O)N(CCCCOS(=O)(=O)C)C (Methanesulfonic acid 4-(tert-butoxycarbonyl-methyl-amino)-butyl ester). Solvent: C(C)#N (acetonitrile), C(C)#N (acetonitrile). Reaction conditions: time 30 minute. Yields the product C(C)(C)(C)OC(N(C)CCCCNCCCCN)=O ([4-(4-Amino-butylamino)-butyl]-methyl-carbamic acid tert-butyl ester). Reaction SMILES: [NH2:1][CH2:2][CH2:3][CH2:4][CH2:5][NH2:6].C([O-])([O-])=O.[K+].[K+].[C:13]([O:17][C:18]([N:20]([CH3:30])[CH2:21][CH2:22][CH2:23][CH2:24]OS(C)(=O)=O)=[O:19])([CH3:16])([CH3:15])[CH3:14]>C(#N)C>[C:13]([O:17][C:18](=[O:19])[N:20]([CH2:21][CH2:22][CH2:23][CH2:24][NH:1][CH2:2][CH2:3][CH2:4][CH2:5][NH2:6])[CH3:30])([CH3:16])([CH3:15])[CH3:14] |f:1.2.3|. Reported procedure: Putrescine (9.45 g, 107 mmol) was dissolved in acetonitrile (200 mL) with K2CO3 (14.79 g, 107 mmol) and stirred under N2. Mesylate 22 (6.03 g, 21.4 mmol) dissolved in acetonitrile (60 mL) was added dropwise over 30 min while stirring under N2. After 30 min, the reaction mixture was brought to reflux and stirred overnight. The reaction mixture was then cooled, solid K2CO3 was filtered off and the filtrate concentrated in vacuo. The residue was re-dissolved in CH2Cl2 (200 mL) and washed six times ... Reactants: S1CCC=C1.NC(=O)N (2-H-thiophene urea), ClS(=O)(=O)O (chlorosulfonic acid). Solvent: C(Cl)Cl (methylene chloride), C(Cl)Cl (methylene chloride). Conditions: time 10 minute. The product is S1C(=CC=C1)S(=O)(=O)Cl (thiophene sulfonyl chloride). The yield is 91.2%. As a reaction SMILES: [S:1]1[CH:5]=[CH:4][CH2:3][CH2:2]1.NC(N)=O.[Cl:10][S:11](O)(=[O:13])=[O:12]>C(Cl)Cl>[S:1]1[CH:2]=[CH:3][CH:4]=[C:5]1[S:11]([Cl:10])(=[O:13])=[O:12] |f:0.1|. Procedure: 2-H-thiophene-urea (85 mg, 0.27 mmol), available from Step C of Preparative Example 16.3, was partially dissolved in methylene chloride (4 mL and added dropwise to a stirred solution of chlorosulfonic acid (0.09 mL, 1.35 mmol) in 4 mL of methylene chloride at room temperature. After 10 min, the mixture was poured into crushed ice and extracted with ethyl acetate several times. The extracts were washed with water and brine, dried with sodium sulfate, and concentrated to give the corresponding thi... Reactants: CC=1NC(=C(C(C1[N+](=O)[O-])C1=C(C=CC=C1)OCC1=CC=CC=C1)C(=O)OCCOC(C)=O)C (β-acetoxy-ethyl 1,4-dihydro-2,6-dimethyl-3-nitro-4-(2-benzyloxyphenyl)-pyridine-5-carboxylate), C[O-].[Na+] (sodium methylate). Run in CO (methanol). Product: CC=1NC(=C(C(C1[N+](=O)[O-])C1=C(C=CC=C1)OCC1=CC=CC=C1)C(=O)OCCO)C (β-Hydroxyethyl 1,4-dihydro-2,6-dimethyl-3-nitro-4-(2-benzyloxyphenyl)-pyridine-5-carboxylate). As a reaction SMILES: [CH3:1][C:2]1[NH:3][C:4]([CH3:34])=[C:5]([C:25]([O:27][CH2:28][CH2:29][O:30]C(=O)C)=[O:26])[CH:6]([C:11]2[CH:16]=[CH:15][CH:14]=[CH:13][C:12]=2[O:17][CH2:18][C:19]2[CH:24]=[CH:23][CH:22]=[CH:21][CH:20]=2)[C:7]=1[N+:8]([O-:10])=[O:9].C[O-].[Na+]>CO>[CH3:1][C:2]1[NH:3][C:4]([CH3:34])=[C:5]([C:25]([O:27][CH2:28][CH2:29][OH:30])=[O:26])[CH:6]([C:11]2[CH:16]=[CH:15][CH:14]=[CH:13][C:12]=2[O:17][CH2:18][C:19]2[CH:20]=[CH:21][CH:22]=[CH:23][CH:24]=2)[C:7]=1[N+:8]([O-:10])=[O:9] |f:1.2|. Procedure details: 1 g of β-acetoxy-ethyl 1,4-dihydro-2,6-dimethyl-3-nitro-4-(2-benzyloxyphenyl)-pyridine-5-carboxylate is suspended in 120 ml of absolute methanol, and 2 ml of 1 molar sodium methylate solution are added, a dark red solution soon being formed. When the reaction has ended (check by thin layer chromatography), the mixture is rendered neutral with Amberlite IR 120 H⊕ and filtered and the filtrate is concentrated. The solid evaporation residue is stirred with ethanol and filtered off with suction. 600... The reactants are [N+](=O)([O-])C1=C(C=C(C=C1)OC1=C(C=C(C=C1)C(F)(F)F)Cl)CCON (N-[2-nitro-5-(2-chloro-4-trifluoromethylphenoxy)phenyl]ethoxyamine), ClC1=C(OC2=CC(=C(C=C2)[N+](=O)[O-])[N+](=O)[O-])C=CC(=C1)C(F)(F)F (4-(2-chloro-4-trifluoromethylphenoxy)1,2-dinitrobenzene), Cl.C(C)ON (ethoxyamine hydrochloride), C1(=CC=CC=C1)CCON (N-phenylethoxyamine), BrCC(=O)OC (methyl bromoacetate). The product is COC(=O)CNOCCC1=C(C=CC(=C1)OC1=C(C=C(C=C1)C(F)(F)F)Cl)[N+](=O)[O-] (N-methoxycarbonylmethyl-N-[2-nitro-5-(2-chloro-4-trifluoromethylphenoxy)phenyl]ethoxyamine). Reaction SMILES: [N+:1]([C:4]1[CH:9]=[CH:8][C:7]([O:10][C:11]2[CH:16]=[CH:15][C:14]([C:17]([F:20])([F:19])[F:18])=[CH:13][C:12]=2[Cl:21])=[CH:6][C:5]=1[CH2:22][CH2:23][O:24][NH2:25])([O-:3])=[O:2].ClC1C=C(C(F)(F)F)C=CC=1OC1C=CC([N+]([O-])=O)=C([N+]([O-])=O)C=1.Cl.C(ON)C.C1(CCON)C=CC=CC=1.Br[CH2:66][C:67]([O:69][CH3:70])=[O:68]>>[CH3:70][O:69][C:67]([CH2:66][NH:25][O:24][CH2:23][CH2:22][C:5]1[CH:6]=[C:7]([O:10][C:11]2[CH:16]=[CH:15][C:14]([C:17]([F:18])([F:19])[F:20])=[CH:13][C:12]=2[Cl:21])[CH:8]=[CH:9][C:4]=1[N+:1]([O-:3])=[O:2])=[O:68] |f:2.3|. Procedure: Following the procedure of Example 29, N-[2-nitro-5-(2-chloro-4-trifluoromethylphenoxy)phenyl]ethoxyamine is prepared from 4-(2-chloro-4-trifluoromethylphenoxy)1,2-dinitrobenzene and ethoxyamine hydrochloride. The resulting N-phenylethoxyamine is then reacted with methyl bromoacetate, following the methods of this example, to yield N-methoxycarbonylmethyl-N-[2-nitro-5-(2-chloro-4-trifluoromethylphenoxy)phenyl]ethoxyamine.